Task: describe an organic reaction: reactants, conditions, products, and yield. Dataset: the Open Reaction Database (ORD), a public repository of structured organic reaction records The reactants are O=C([O-])O, C[O-], CO, CC#N, CC1=C(CC(=O)O)c2cc(F)ccc2C1=Cc1ccc(S(C)=O)cc1, [H][H], [Na+], [Na+], OO. Yields the product CC1=C(CC(=O)O)c2cc(F)ccc2C1=Cc1ccc(S(C)(=O)=O)cc1. RXN SMILES: [C:29]([O-:30])(=[O:31])[OH:32].[CH3:1][O-:2].[CH3:38][OH:39].[CH3:40][C:41]#[N:42].[F:4][c:5]1[cH:6][c:7]2[c:11]([cH:12][cH:13]1)[C:10](=[CH:14][c:15]1[cH:16][cH:17][c:18]([S:21](=[O:22])[CH3:23])[cH:19][cH:20]1)[C:9]([CH3:24])=[C:8]2[CH2:25][C:26](=[O:27])[OH:28].[H:36][H:37].[Na+:33].[Na+:3].[OH:34][OH:35]>>[F:4][c:5]1[cH:6][c:7]2[c:11]([cH:12][cH:13]1)[C:10](=[CH:14][c:15]1[cH:16][cH:17][c:18]([S:21](=[O:22])([CH3:23])=[O:30])[cH:19][cH:20]1)[C:9]([CH3:24])=[C:8]2[CH2:25][C:26](=[O:27])[OH:28]. Starting materials: [OH-].[NH4+] (ammonium hydroxide), BrC1=C(C(=O)Cl)C=C(C=C1)OC1=CC(=C(C(=C1)F)C(F)(F)F)Cl (2-bromo-5-[(2-chloro-α,α,α,6-tetrafluoro-p-tolyl)oxy]benzoyl chloride), O (water). The solvent is C(Cl)Cl (methylene chloride). Run at temperature 0 celsius, time 30 minute. The product is BrC1=C(C(=O)N)C=C(C=C1)OC1=CC(=C(C(=C1)F)C(F)(F)F)Cl (2-Bromo-5-[(2-chloro-α,α,α,6-tetrafluoro-p-tolyl)oxy]benzamide). RXN SMILES: [Br:1][C:2]1[CH:10]=[CH:9][C:8]([O:11][C:12]2[CH:17]=[C:16]([F:18])[C:15]([C:19]([F:22])([F:21])[F:20])=[C:14]([Cl:23])[CH:13]=2)=[CH:7][C:3]=1[C:4](Cl)=[O:5].[OH-].[NH4+:25].O>C(Cl)Cl>[Br:1][C:2]1[CH:10]=[CH:9][C:8]([O:11][C:12]2[CH:17]=[C:16]([F:18])[C:15]([C:19]([F:22])([F:21])[F:20])=[C:14]([Cl:23])[CH:13]=2)=[CH:7][C:3]=1[C:4]([NH2:25])=[O:5] |f:1.2|. Reported procedure: A solution of 2-bromo-5-[(2-chloro-α,α,α,6-tetrafluoro-p-tolyl)oxy]benzoyl chloride (16 g, 0.036 mol) in methylene chloride is cooled to 0° C., treated dropwise with 9.2 mL of a 30% ammonium hydroxide solution (0.071 mol), stirred at 0° C. for 30 minutes, stirred at room temperature overnight and poured into water. The aqueous mixture is extracted with methylene chloride. The organic extracts are combined, washed sequentially with saturated sodium hydrogen carbonate solution and brine, dried ove...